From a dataset of the Open Reaction Database (ORD), a public repository of structured organic reaction records. describe an organic reaction: reactants, conditions, products, and yield The reactants are Cl (HCl), C(C)(=O)OC1[C@H](OC(C)=O)[C@@H](OC(C)=O)[C@H](OC(C)=O)[C@H](S1)COC(C)=O (1,2,3,4,6-penta-O-acetyl-5-thio-D-glucopyranose), C(C)(=O)O (acetic acid). Reagents/catalysts: CNN (methylhydrazine). Run in CN(C=O)C (N,N-dimethylformamide), CN(C=O)C (N,N-dimethylformamide). Run at time 2.5 hour. Yields the product C(C)(=O)O[C@H]1C(O)S[C@@H]([C@H]([C@@H]1OC(C)=O)OC(C)=O)COC(C)=O (2,3,4,6-tetra-O-acetyl-5-thio-glucopyranose). Yield: 88.2%. As a reaction SMILES: C([O:4][CH:5]1[S:22][C@H:21]([CH2:23][O:24][C:25](=[O:27])[CH3:26])[C@@H:16]([O:17][C:18](=[O:20])[CH3:19])[C@H:11]([O:12][C:13](=[O:15])[CH3:14])[C@H:6]1[O:7][C:8](=[O:10])[CH3:9])(=O)C.C(O)(=O)C.Cl>CN(C)C=O.CNN>[C:8]([O:7][C@@H:6]1[C@@H:11]([O:12][C:13](=[O:15])[CH3:14])[C@H:16]([O:17][C:18](=[O:20])[CH3:19])[C@@H:21]([CH2:23][O:24][C:25](=[O:27])[CH3:26])[S:22][CH:5]1[OH:4])(=[O:10])[CH3:9]. Procedure details: To a solution of 1,2,3,4,6-penta-O-acetyl-5-thio-D-glucopyranose (34.0 g, 0.0837 mol) in N,N-dimethylformamide (200 mL), a mixture of methylhydrazine (6.70 mL, 0.125 mmol), acetic acid (7.2 mL, 0.125 mol) and N,N-dimethylformamide (25 mL) was added under ice cooling. After stirring the raction mixture at room temperature for 2.5 hours, 0.5M HCl (300 mL) was added under ice cooling, and the resulting mixture was then extracted twice with ethyl acetate (250 mL). The combined organic phases were wa...